This data is from the Open Reaction Database (ORD), a public repository of structured organic reaction records. The task is: describe an organic reaction: reactants, conditions, products, and yield Reactants: C(C1=CC=CC=C1)(=O)O[C@H]1C[C@@](O[C@@H](C1)CCC1=CC=CC=C1)([C@H]1N(C(SC1)=O)CC1=CC=C(C=C1)OC)OC ((2R,4R,6R)-2-methoxy-2-((R)-3-(4-methoxybenzyl)-2-oxothiazolidin-4-yl)-6-phenethyl-tetrahydro-2H-pyran-4-yl benzoate), CO[C@]1(O[C@@H]2CCC\C=C/CC\C(=C/C(O[C@@H](C1)C2)=O)\C)[C@H]2N(C(SC2)=O)CC2=CC=C(C=C2)OC ((R)-4-((1R,4Z,8Z,13R,15R)-15-methoxy-5-methyl-3-oxo-2,14-dioxa-bicyclo[11.3.1]heptadeca-4,8-dien-15-yl)-3-(4-methoxybenzyl)thiazolidin-2-one). Product: C(C1=CC=CC=C1)(=O)O[C@H]1C[C@@](O[C@@H](C1)CCC1=CC=CC=C1)([C@H]1NC(SC1)=O)O ((2R,4R,6R)-2-Hydroxy-2-((R)-2-oxothiazolidin-4-yl)-6-phenethyl-tetrahydro-2H-pyran-4-yl Benzoate). As a reaction SMILES: [C:1]([O:9][C@@H:10]1[CH2:15][C@@H:14]([CH2:16][CH2:17][C:18]2[CH:23]=[CH:22][CH:21]=[CH:20][CH:19]=2)[O:13][C@@:12]([O:39]C)([C@@H:24]2[CH2:28][S:27][C:26](=[O:29])[N:25]2CC2C=CC(OC)=CC=2)[CH2:11]1)(=[O:8])[C:2]1[CH:7]=[CH:6][CH:5]=[CH:4][CH:3]=1.CO[C@]1([C@@H]2CSC(=O)N2CC2C=CC(OC)=CC=2)C[C@H]2C[C@@H](CCCC=CCCC(C)=CC(=O)O2)O1>>[C:1]([O:9][C@@H:10]1[CH2:15][C@@H:14]([CH2:16][CH2:17][C:18]2[CH:19]=[CH:20][CH:21]=[CH:22][CH:23]=2)[O:13][C@@:12]([OH:39])([C@@H:24]2[CH2:28][S:27][C:26](=[O:29])[NH:25]2)[CH2:11]1)(=[O:8])[C:2]1[CH:7]=[CH:6][CH:5]=[CH:4][CH:3]=1. Procedure details: Application of the method shown in Example 46, with the modification that (2R,4R,6R)-2-methoxy-2-((R)-3-(4-methoxybenzyl)-2-oxothiazolidin-4-yl)-6-phenethyl-tetrahydro-2H-pyran-4-yl benzoate is substituted for (R)-4-((1R,4Z,8Z,13R,15R)-15-methoxy-5-methyl-3-oxo-2,14-dioxa-bicyclo[11.3.1]heptadeca-4,8-dien-15-yl)-3-(4-methoxybenzyl)thiazolidin-2-one, affords the title compound.